From a dataset of the Open Reaction Database (ORD), a public repository of structured organic reaction records. describe an organic reaction: reactants, conditions, products, and yield Reactants: C=CCCNCCC=O, COc1nnc(N=C=O)s1, c1ccccc1. Product: C=CCCN(CCC=O)C(=O)Nc1nnc(OC)s1. Reaction SMILES: [CH2:11]([CH2:12][CH:13]=[CH2:14])[NH:15][CH2:16][CH2:17][CH:18]=[O:19].[CH3:1][O:2][c:3]1[n:4][n:5][c:6]([N:8]=[C:9]=[O:10])[s:7]1.[cH:20]1[cH:21][cH:22][cH:23][cH:24][cH:25]1>>[CH3:1][O:2][c:3]1[n:4][n:5][c:6]([NH:8][C:9](=[O:10])[N:15]([CH2:11][CH2:12][CH:13]=[CH2:14])[CH2:16][CH2:17][CH:18]=[O:19])[s:7]1. RXN SMILES: [CH2:1]1[CH:9]2[N:4]([CH2:5][CH2:6][CH:7]([C:10]3[C:18]4[C:13](=[CH:14][CH:15]=[CH:16][N:17]=4)[NH:12][CH:11]=3)[CH2:8]2)[CH2:3][CH2:2]1.[C:19]1([S:29](Cl)(=[O:31])=[O:30])[C:28]2[C:23](=[CH:24][CH:25]=[CH:26][CH:27]=2)[CH:22]=[CH:21][CH:20]=1>C1COCC1>[CH2:1]1[CH:9]2[N:4]([CH2:5][CH2:6][CH:7]([C:10]3[C:14]4[C:13](=[CH:18][N:17]=[CH:16][CH:15]=4)[N:12]([S:29]([C:19]4[C:28]5[C:23](=[CH:24][CH:25]=[CH:26][CH:27]=5)[CH:22]=[CH:21][CH:20]=4)(=[O:31])=[O:30])[CH:11]=3)[CH2:8]2)[CH2:3][CH2:2]1. Reported procedure: from 3-(octahydro-7-indolizinyl)-1-H-4-azaindole (more polar isomer) (12 mg, 0.05 mmol), 1-naphthalenesulfonyl chloride (20.9 mg, 0.1 mmol) and 1M NaN((TMS)2 (100 μL, 0.10 mmol) in THF (1 mL) at RT. The product is C1CCN2CCC(CC12)C1=CN(C2=CN=CC=C12)S(=O)(=O)C1=CC=CC2=CC=CC=C12 (3-(Octahydro-7-indolizinyl)-1-(1-naphthalenesulfonyl)-6-azaindole). Run in C1CCOC1 (THF). Starting materials: C1CCN2CCC(CC12)C1=CNC2=CC=CN=C12 (3-(octahydro-7-indolizinyl)-1-H-4-azaindole), C1(=CC=CC2=CC=CC=C12)S(=O)(=O)Cl (1-naphthalenesulfonyl chloride). The reactants are COc1ccc(OC(F)(F)F)cc1, O=C(O)C(F)(F)F, O=S(=O)(O)O. Yields the product COc1ccc(OC(F)(F)F)cc1C=O. As a reaction SMILES: [CH3:1][O:2][c:3]1[cH:4][cH:5][c:6]([O:9][C:10]([F:11])([F:12])[F:13])[cH:7][cH:8]1.[OH:14][C:15]([C:16]([F:17])([F:18])[F:19])=[O:20].[S:21](=[O:22])(=[O:23])([OH:24])[OH:25]>>[CH3:1][O:2][c:3]1[c:4]([CH:15]=[O:14])[cH:5][c:6]([O:9][C:10]([F:11])([F:12])[F:13])[cH:7][cH:8]1. Reactants: CN1CCOCC1 (NMM), IC1=CC=C(N)C=C1 (4-iodoaniline), NC1=C(C(=O)O)C=CC=N1 (2-aminonicotinic acid), C(C(C)C)OC(=O)Cl (IBCF), CN1CCOCC1 (N-Methylmorpholine), C(C(C)C)OC(=O)Cl (iso-butylchloroformate), C(=O)(OC(C)(C)C)N[C@H](C)C(=O)O (Boc-d-alanine). Solvent: C(Cl)Cl (CH2Cl2). Reaction conditions: temperature 0 celsius, time 1.5 hour. Yields the product IC1=CC=C(C=C1)N1C(=NC2=C(C1=O)C=CC=N2)[C@@H](C)NC(OC(C)(C)C)=O ((R)-tert-butyl 1-(3-(4-iodophenyl)-4-oxo-3,4-dihydropyrido[2,3-d]pyrimidin-2-yl)ethylcarbamate). Yield: 13.0%. Reaction SMILES: [C:1]([NH:8][C@@H:9]([C:11](O)=O)[CH3:10])([O:3][C:4]([CH3:7])([CH3:6])[CH3:5])=[O:2].CN1CCOCC1.C(OC(Cl)=O)C(C)C.[NH2:29][C:30]1[N:38]=[CH:37][CH:36]=[CH:35][C:31]=1[C:32]([OH:34])=O.[I:39][C:40]1[CH:46]=[CH:45][C:43]([NH2:44])=[CH:42][CH:41]=1>C(Cl)Cl>[I:39][C:40]1[CH:46]=[CH:45][C:43]([N:44]2[C:32](=[O:34])[C:31]3[CH:35]=[CH:36][CH:37]=[N:38][C:30]=3[N:29]=[C:11]2[C@H:9]([NH:8][C:1](=[O:2])[O:3][C:4]([CH3:5])([CH3:6])[CH3:7])[CH3:10])=[CH:42][CH:41]=1. Procedure details: A solution of Boc-d-alanine, N1 (10.0 g, 52.9 mmol) in CH2Cl2 (140 mL) was cooled to −25° C. (measured internally). N-Methylmorpholine (NMM) (13.8 mL, 125 mmol) followed by iso-butylchloroformate (IBCF) (13.5 mL, 104 mmol) were added at such a rate to maintain the internal temperature below −25° C. After 1.5 h the mixture was transferred via cannula to a 250 mL, three-neck flask equipped with a thermometer and containing dry 2-aminonicotinic acid (7.28 g, 52.7 mmol). After the addition was compl... The reactants are ClC1=CC=C(C=C1)C1=NN(C(SC1)=O)CC1=CC(=CC=C1)[N+](=O)[O-] (5-(4-chlorophenyl)-3-(3-nitrobenzyl)-3,6-dihydro-1,3,4-thiadiazin-2-one), [H][H] (Hydrogen). The reagents and catalysts are [Ni] (Raney nickel). Run in C1CCOC1 (THF). Product: NC=1C=C(CN2C(SCC(=N2)C2=CC=C(C=C2)Cl)=O)C=CC1 (3-(3-aminobenzyl)-5-(4-chlorophenyl)-3,6-dihydro-1,3,4-thiadiazin-2-one). Isolated yield 91.7%. Reaction SMILES: [Cl:1][C:2]1[CH:7]=[CH:6][C:5]([C:8]2[CH2:13][S:12][C:11](=[O:14])[N:10]([CH2:15][C:16]3[CH:21]=[CH:20][CH:19]=[C:18]([N+:22]([O-])=O)[CH:17]=3)[N:9]=2)=[CH:4][CH:3]=1.[H][H]>C1COCC1.[Ni]>[NH2:22][C:18]1[CH:17]=[C:16]([CH:21]=[CH:20][CH:19]=1)[CH2:15][N:10]1[N:9]=[C:8]([C:5]2[CH:4]=[CH:3][C:2]([Cl:1])=[CH:7][CH:6]=2)[CH2:13][S:12][C:11]1=[O:14]. Procedure: 5.47 g of 5-(4-chlorophenyl)-3-(3-nitrobenzyl)-3,6-dihydro-1,3,4-thiadiazin-2-one is dissolved in 100 ml of THF, and 1.3 g of Raney nickel is subsequently added. Hydrogen is subsequently passed in until starting material is no longer detectable. For work-up, the catalyst is filtered off, washed with THF, and the filtrate is evaporated to dryness and recrystallised from dichloromethane/diethyl ether, giving 4.6 g (94%) of 3-(3-aminobenzyl)-5-(4-chlorophenyl)-3,6-dihydro-1,3,4-thiadiazin-2-one. Starting materials: [OH-].[Na+] (sodium hydroxide), [H-].[Al+3].[Li+].[H-].[H-].[H-] (lithium aluminium hydride), [Li] (lithium), [H-] (hydride), COC=1C=C(C=C2C1OCO2)CC(=O)O (3-methoxy-4,5-methylenedioxyphenylacetic acid). Run in O1CCCC1 (tetrahydrofuran), O (water), O (water), O1CCCC1 (tetrahydrofuran), C(C)OCC (ethyl ether). Product: COC=1C=C(C=C2C1OCO2)CCO (2-(3-methoxy-4,5-methylenedioxyphenyl)ethyl alcohol). The yield is 60.7%. As a reaction SMILES: [Li].[H-].[CH3:3][O:4][C:5]1[CH:6]=[C:7]([CH2:14][C:15](O)=[O:16])[CH:8]=[C:9]2[O:13][CH2:12][O:11][C:10]=12.[H-].[Al+3].[Li+].[H-].[H-].[H-].[OH-].[Na+]>C(OCC)C.O.O1CCCC1>[CH3:3][O:4][C:5]1[CH:6]=[C:7]([CH2:14][CH2:15][OH:16])[CH:8]=[C:9]2[O:13][CH2:12][O:11][C:10]=12 |f:3.4.5.6.7.8,9.10,^1:0|. Reported procedure: 7.30 g (0.192 mol) of lithium alminium hydride was added to 270 ml of anhydrous tetrahydrofuran, and to this solution was added portionwise 33.68 g of 3-methoxy-4,5-methylenedioxyphenylacetic acid (2) with stirring under water-cooling. The mixture was stirred at room temperature for one hour, then added with 2.0 g (53 mmol) of lithium aluminium hydride and further stirred for one hour. The reaction mixture, while being cooled in an ice bath, was added portionwise with a solution of 9.3 ml of wat... Starting materials: FC=1C=C(C(=O)Cl)C=C(C1)C(F)(F)F (3-fluoro-5-(trifluoromethyl)benzoyl chloride), C1(=CC=CC=C1)N1CNC(C12CCNCC2)=O (1-phenyl-1,3,8-triaza-spiro[4.5]decan-4-one). Product: FC=1C=C(C(=O)N2CCC3(C(NCN3C3=CC=CC=C3)=O)CC2)C=C(C1)C(F)(F)F (8-(3-Fluoro-5-trifluoromethyl-benzoyl)-1-phenyl-1,3,8-triaza-spiro[4.5]decan-4-one). RXN SMILES: [F:1][C:2]1[CH:3]=[C:4]([CH:8]=[C:9]([C:11]([F:14])([F:13])[F:12])[CH:10]=1)[C:5](Cl)=[O:6].[C:15]1([N:21]2[C:25]3([CH2:30][CH2:29][NH:28][CH2:27][CH2:26]3)[C:24](=[O:31])[NH:23][CH2:22]2)[CH:20]=[CH:19][CH:18]=[CH:17][CH:16]=1>>[F:1][C:2]1[CH:3]=[C:4]([CH:8]=[C:9]([C:11]([F:14])([F:13])[F:12])[CH:10]=1)[C:5]([N:28]1[CH2:27][CH2:26][C:25]2([N:21]([C:15]3[CH:20]=[CH:19][CH:18]=[CH:17][CH:16]=3)[CH2:22][NH:23][C:24]2=[O:31])[CH2:30][CH2:29]1)=[O:6]. Reported procedure: The title compound, MS: m/e=422.3 (M+H+), was prepared in accordance with the general method of example 1 from 3-fluoro-5-(trifluoromethyl)benzoyl chloride and 1-phenyl-1,3,8-triaza-spiro[4.5]decan-4-one. The product is CC(C(CP(OC)(OC)=O)=O)(CCCC)C (dimethyl (3,3-dimethyl-2-oxoheptyl)phosphonate). Reaction SMILES: [CH3:1][P:2](=[O:7])([O:5][CH3:6])[O:3][CH3:4].C([Li])CCC.[CH3:13][C:14]([CH3:24])([CH2:20][CH2:21][CH2:22][CH3:23])[C:15](OCC)=[O:16].C(O)(=O)C>C1COCC1>[CH3:13][C:14]([CH3:24])([CH2:20][CH2:21][CH2:22][CH3:23])[C:15](=[O:16])[CH2:1][P:2](=[O:7])([O:5][CH3:6])[O:3][CH3:4]. Conditions: temperature -78 celsius, time 1 hour. Solvent: C1CCOC1 (THF), C1CCOC1 (THF). Procedure details: A solution of dimethyl methylphosphonate (35.0 ml) in THF (300 ml) was cooled to -78° C., to which n-butyllithium (1.6-M, 196 ml) was added dropwise. After stirring at -78° C. for one hour, a solution of ethyl 2,2-dimethylcaproate (27 g) in dry THF was added. The reaction solution was stirred at -78° C. for one hour, and then at room temperature for additional 2 hours. The reaction solution was cooled to 0° C. and acetic acid (18 ml) was added thereto. The crude product obtained after the conven... Reactants: CP(OC)(OC)=O (dimethyl methylphosphonate), C(CCC)[Li] (n-butyllithium), CC(C(=O)OCC)(CCCC)C (ethyl 2,2-dimethylcaproate), C(C)(=O)O (acetic acid).